Dataset: the Open Reaction Database (ORD), a public repository of structured organic reaction records. Task: describe an organic reaction: reactants, conditions, products, and yield RXN SMILES: [CH2:8]([CH3:9])[O:10][P:11]([O:12][CH2:13][CH3:14])(=[O:15])[C:16](=[CH2:17])[P:18]([O:19][CH2:20][CH3:21])([O:22][CH2:23][CH3:24])=[O:25].[N+:1](=[N-:2])=[CH:3][C:4]([CH2:5][CH3:6])=[O:7]>>[N:1]1=[C:3]([C:4]([CH2:5][CH3:6])=[O:7])[CH2:17][C:16]([P:11]([O:10][CH2:8][CH3:9])([O:12][CH2:13][CH3:14])=[O:15])([P:18]([O:19][CH2:20][CH3:21])([O:22][CH2:23][CH3:24])=[O:25])[NH:2]1. The product is CCOP(=O)(OCC)C1(P(=O)(OCC)OCC)CC(C(=O)CC)=NN1. Starting materials: C=C(P(=O)(OCC)OCC)P(=O)(OCC)OCC, CCC(=O)C=[N+]=[N-]. The reactants are CC[SiH](CC)CC, ClCCl, O=C1N(Cc2ccc(C(F)(F)F)o2)c2cc3c(cc2C1(O)c1cc2c(cc1O)OCC2)OCCO3, O=C(O)C(F)(F)F. Product: O=C1C(c2cc3c(cc2O)OCC3)c2cc3c(cc2N1Cc1ccc(C(F)(F)F)o1)OCCO3. Reaction SMILES: [CH2:36]([SiH:37]([CH2:38][CH3:39])[CH2:40][CH3:41])[CH3:42].[Cl:50][CH2:51][Cl:52].[OH:1][C:2]1([c:26]2[c:27]([OH:35])[cH:28][c:29]3[c:30]([cH:34]2)[CH2:31][CH2:32][O:33]3)[C:3](=[O:25])[N:4]([CH2:15][c:16]2[o:17][c:18]([C:21]([F:22])([F:23])[F:24])[cH:19][cH:20]2)[c:5]2[cH:6][c:7]3[c:8]([cH:9][c:10]21)[O:11][CH2:12][CH2:13][O:14]3.[OH:43][C:44]([C:45]([F:46])([F:47])[F:48])=[O:49]>>[CH:2]1([c:26]2[c:27]([OH:35])[cH:28][c:29]3[c:30]([cH:34]2)[CH2:31][CH2:32][O:33]3)[C:3](=[O:25])[N:4]([CH2:15][c:16]2[o:17][c:18]([C:21]([F:22])([F:23])[F:24])[cH:19][cH:20]2)[c:5]2[cH:6][c:7]3[c:8]([cH:9][c:10]21)[O:11][CH2:12][CH2:13][O:14]3.